This data is from the Open Reaction Database (ORD), a public repository of structured organic reaction records. The task is: describe an organic reaction: reactants, conditions, products, and yield Starting materials: OC(C(C[C@H](CCC=C(C)C)C)=O)C[C@H](CCC=C(C)C)C ((6S,11S)-9-hydroxy-2,6,11,15-tetramethylhexadeca-2,14-dien-8-one), C=1C=C[NH+]=CC1.[O-][Cr](=O)(=O)Cl (PCC). The solvent is C(Cl)Cl (methylene chloride). Conditions: time 16 hour. Yields the product CC(C)=CCC[C@@H](CC(C(C[C@H](CCC=C(C)C)C)=O)=O)C ((6S,11S)-2,6,11,15-tetramethylhexadeca-2,14-diene-8,9-dione). Reaction SMILES: [OH:1][CH:2]([CH2:14][C@@H:15]([CH3:22])[CH2:16][CH2:17][CH:18]=[C:19]([CH3:21])[CH3:20])[C:3](=[O:13])[CH2:4][C@@H:5]([CH3:12])[CH2:6][CH2:7][CH:8]=[C:9]([CH3:11])[CH3:10].C1C=C[NH+]=CC=1.[O-][Cr](Cl)(=O)=O>C(Cl)Cl>[CH3:20][C:19](=[CH:18][CH2:17][CH2:16][C@H:15]([CH3:22])[CH2:14][C:2](=[O:1])[C:3](=[O:13])[CH2:4][C@@H:5]([CH3:12])[CH2:6][CH2:7][CH:8]=[C:9]([CH3:11])[CH3:10])[CH3:21] |f:1.2|. Reported procedure: To a solution of 1 (7.0 g, 22.7 mmol) in 100 mL of methylene chloride was added 7.5 g of PCC. The mixture was heated to reflux. After 16 hours, the mixture was cooled to room temperature and filtered. The solution was concentrated under reduced pressure. The crude compound was purified by flash chromatography on silica gel (hexane:ethyl acetate=20:1, v/v) to afford the product as a colorless oil. Yield: 3.5 g (50%). 1H NMR (400 MHz, CDCl3) δ 5.06 (m, 2H), 2.66-2.74 (dd, 2H, J=5.64, 16.71 Hz), 2.... Reactants: C(C(C)C)(=O)O[C@@H](C(C)C)OC(=O)NCCCP(O)(=O)CCCC (3-{[(1R)-Isobutanoyloxyisobutoxy]carbonylamino}propyl(n-butyl)phosphinic Acid), C(=O)(O)[O-].[Na+] (NaHCO3). Run in O (water), C(C)#N (acetonitrile). Run at time 10 minute. The product is [Na+].C(C(C)C)(=O)OC(C(C)C)OC(=O)NCCCP([O-])(=O)CCCC (3-{(Isobutanoyloxyisobutoxy]carbonylamino}propyl(n-butyl)phosphinic Acid Sodium Salt). As a reaction SMILES: [C:1]([O:6][C@H:7]([O:11][C:12]([NH:14][CH2:15][CH2:16][CH2:17][P:18]([CH2:21][CH2:22][CH2:23][CH3:24])(=[O:20])[OH:19])=[O:13])[CH:8]([CH3:10])[CH3:9])(=[O:5])[CH:2]([CH3:4])[CH3:3].C([O-])(O)=O.[Na+:29]>O.C(#N)C>[Na+:29].[C:1]([O:6][CH:7]([O:11][C:12]([NH:14][CH2:15][CH2:16][CH2:17][P:18]([CH2:21][CH2:22][CH2:23][CH3:24])(=[O:19])[O-:20])=[O:13])[CH:8]([CH3:10])[CH3:9])(=[O:5])[CH:2]([CH3:4])[CH3:3] |f:1.2,5.6|. Procedure details: Compound 39 was dissolved in a mixture of water and acetonitrile, an aqueous solution of 1 eq. NaHCO3 was added, the mixture stirred for about 10 min, and lyophilized to afford the title compound (213). 1H-NMR (400 MHz, CDCl3): δ 6.55 (d, J=4.8 Hz, 1H), 3.10 (t, J=6.4 Hz, 2H), 2.53-2.56 (m, 1H), 1.97-2.00 (m, 1H), 1.79-1.83 (m, 2H), 1.70-1.74 (m, 2H), 1.53-1.58 (m, 2H), 1.37-1.43 (m, 2H), 1.15 (t, J=6.8 Hz, 6H), 0.90 (t, J=7.2 Hz, 9H). Reactants: CC#N, [I-], [Na+], [Na+], [Na+], O=C([O-])[O-], Cc1ccc(S(=O)(=O)OCCc2ccc(Cl)cc2)cc1, OCC1CCCCN1. The product is OCC1CCCCN1CCc1ccc(Cl)cc1. Reaction SMILES: [CH3:37][C:38]#[N:39].[I-:36].[Na+:29].[Na+:30].[Na+:35].[O-:31][C:32](=[O:33])[O-:34].[O:9]([S:10]([c:11]1[cH:12][cH:13][c:14]([CH3:15])[cH:16][cH:17]1)(=[O:18])=[O:19])[CH2:20][CH2:21][c:22]1[cH:23][cH:24][c:25]([Cl:28])[cH:26][cH:27]1.[OH:1][CH2:2][CH:3]1[NH:4][CH2:5][CH2:6][CH2:7][CH2:8]1>>[OH:1][CH2:2][CH:3]1[N:4]([CH2:20][CH2:21][c:22]2[cH:23][cH:24][c:25]([Cl:28])[cH:26][cH:27]2)[CH2:5][CH2:6][CH2:7][CH2:8]1. Procedure details: 2,2-Diethoxyethanethioamide (0.654 g, 6.03 mmol; see step (iii) above) and ethylbromopyruvate (Aldrich) (1.28 g, 6.10 mmol) were dissolved in ethanol (10 mL) in the presence of 4 Å molecular sieves (1 g). The mixture was refluxed for 45 min and the solvent removed under reduced pressure. The residue was then dissolved in ethyl acetate (20 mL) and extracted with saturated. NaHCO3 solution (2×20 mL), and brine (2×20 mL). The organic fraction was then dried (MgSO4), filtered and the solvent removed... The yield is 93.0%. Reaction SMILES: [CH2:1]([O:3][CH:4]([O:8][CH2:9][CH3:10])[C:5](=[S:7])[NH2:6])[CH3:2].C([CH:13](Br)[C:14](=O)[C:15]([O-:17])=[O:16])C.[CH2:20](O)[CH3:21]>>[CH2:1]([O:3][CH:4]([O:8][CH2:9][CH3:10])[C:5]1[S:7][CH:13]=[C:14]([C:15]([O:17][CH2:20][CH3:21])=[O:16])[N:6]=1)[CH3:2]. Reactants: C(C)OC(C(N)=S)OCC (2,2-Diethoxyethanethioamide), C(C)C(C(C(=O)[O-])=O)Br (ethylbromopyruvate), C(C)O (ethanol). Product: C(C)OC(C=1SC=C(N1)C(=O)OCC)OCC (Ethyl 2-(diethoxymethyl)-1,3-thiazole-4-carboxylate). The reactants are C(C)(C)OC(=O)N1CCC(CC1)OC1=NC=NC(=C1)Cl (4-(6-Chloro-pyrimidin-4-yloxy)-piperidine-1-carboxylic acid isopropyl ester), CC(C)([O-])C.[K+] (potassium tert-butoxide), N1CCC2=NC=CC=C21 (2,3-Dihydro-1H-pyrrolo[3,2-b]pyridine), F[B-](F)(F)F.C(C)(C)(C)[PH+](C(C)(C)C)C(C)(C)C (tri-t-butylphosphonium tetrafluoroborate). Reagents/catalysts: C=1C=CC(=CC1)/C=C/C(=O)/C=C/C2=CC=CC=C2.C=1C=CC(=CC1)/C=C/C(=O)/C=C/C2=CC=CC=C2.C=1C=CC(=CC1)/C=C/C(=O)/C=C/C2=CC=CC=C2.[Pd].[Pd] (tris(dibenzylideneacetone)dipalladium). Run in C1CCOC1 (THF), O1CCOCC1 (dioxane). Run at temperature 80 celsius. Product: C(C)(C)OC(=O)N1CCC(CC1)OC1=NC=NC(=C1)N1CCC2=NC=CC=C21 (4-[6-(2,3-Dihydro-pyrrolo[3,2-b]pyridin-1-yl)-pyrimidin-4-yloxy]-piperidine-1-carboxylic acid isopropyl ester). As a reaction SMILES: [CH:1]([O:4][C:5]([N:7]1[CH2:12][CH2:11][CH:10]([O:13][C:14]2[CH:19]=[C:18](Cl)[N:17]=[CH:16][N:15]=2)[CH2:9][CH2:8]1)=[O:6])([CH3:3])[CH3:2].CC(C)([O-])C.[K+].[NH:27]1[C:35]2[C:30](=[N:31][CH:32]=[CH:33][CH:34]=2)[CH2:29][CH2:28]1.F[B-](F)(F)F.C([PH+](C(C)(C)C)C(C)(C)C)(C)(C)C>C1C=CC(/C=C/C(/C=C/C2C=CC=CC=2)=O)=CC=1.C1C=CC(/C=C/C(/C=C/C2C=CC=CC=2)=O)=CC=1.C1C=CC(/C=C/C(/C=C/C2C=CC=CC=2)=O)=CC=1.[Pd].[Pd].C1COCC1.O1CCOCC1>[CH:1]([O:4][C:5]([N:7]1[CH2:12][CH2:11][CH:10]([O:13][C:14]2[CH:19]=[C:18]([N:27]3[C:35]4[C:30](=[N:31][CH:32]=[CH:33][CH:34]=4)[CH2:29][CH2:28]3)[N:17]=[CH:16][N:15]=2)[CH2:9][CH2:8]1)=[O:6])([CH3:3])[CH3:2] |f:1.2,4.5,6.7.8.9.10|. Reported procedure: A mixture of 2b (100 mg, 0.33 mmol), potassium tert-butoxide (0.1 g, 2.7 eq), 1-1 (0.35 mmol, 1.05 eq), tris(dibenzylideneacetone)dipalladium (32 mg, 0.1 eq), tri-t-butylphosphonium tetrafluoroborate (40 mg, 0.4 eq) and dioxane (1 mL) was heated at 80° C. for 18 h in a sealed vial. After allowing the reaction to cool down to room temperature, THF was added and the mixture was filtered. The filtrate was concentrated under a stream of nitrogen and the residue was taken up with 1 mL of THF and puri... Reactants: C(C=C)OC(=O)NCC(CNC(=O)OCC=C)C1=C(N2C([C@@H]([C@H]2C1)[C@@H](C)O)=O)C(=O)OCC=C (allyl (5R,6S)-3-[2-allyloxycarbonylamino-1-(N-allyloxycarbonylaminomethyl)ethyl]-6-[(R)-1-hydroxyethyl]-7-oxo-1-azabicyclo[3.2.0]hept-2-ene-2-carboxylate), C1(=CC=CC=C1)P(C1=CC=CC=C1)C1=CC=CC=C1 (triphenylphosphine), CC1(CC(=O)CC(=O)C1)C (dimedone), C(C)(=O)O (acetic acid). Reagents/catalysts: C=1C=CC(=CC1)[P](C=2C=CC=CC2)(C=3C=CC=CC3)[Pd]([P](C=4C=CC=CC4)(C=5C=CC=CC5)C=6C=CC=CC6)([P](C=7C=CC=CC7)(C=8C=CC=CC8)C=9C=CC=CC9)[P](C=1C=CC=CC1)(C=1C=CC=CC1)C=1C=CC=CC1 (tetrakis(triphenylphosphine)palladium). Solvent: C(C)(=O)OCC (ethyl acetate), O1CCCC1 (tetrahydrofuran), C(C)O (ethanol). Conditions: temperature 30 celsius, time 30 minute. The product is O[C@H](C)[C@@H]1[C@H]2CC(=C(N2C1=O)C(=O)O)C1CNC=NC1 ([5R,6S)-6-[(R)-1-hydroxyethyl]-3-[3,4,5,6-tetrahydropyrimidin-5-yl]-7-oxo-1-azabicyclo[3.2.0]hept-2-ene-2-carboxylic acid). Isolated yield 22.8%. Reaction SMILES: C(O[C:5]([NH:7][CH2:8][CH:9]([C:18]1[CH2:24][C@H:23]2[N:20]([C:21](=[O:28])[C@@H:22]2[C@H:25]([OH:27])[CH3:26])[C:19]=1[C:29]([O:31]CC=C)=[O:30])[CH2:10][NH:11]C(OCC=C)=O)=O)C=C.C1(P(C2C=CC=CC=2)C2C=CC=CC=2)C=CC=CC=1.CC1(C)CC(=O)CC(=O)C1.C(O)(=O)C>O1CCCC1.C(O)C.C1C=CC([P]([Pd]([P](C2C=CC=CC=2)(C2C=CC=CC=2)C2C=CC=CC=2)([P](C2C=CC=CC=2)(C2C=CC=CC=2)C2C=CC=CC=2)[P](C2C=CC=CC=2)(C2C=CC=CC=2)C2C=CC=CC=2)(C2C=CC=CC=2)C2C=CC=CC=2)=CC=1.C(OCC)(=O)C>[OH:27][C@@H:25]([C@H:22]1[C:21](=[O:28])[N:20]2[C@@H:23]1[CH2:24][C:18]([CH:9]1[CH2:10][N:11]=[CH:5][NH:7][CH2:8]1)=[C:19]2[C:29]([OH:31])=[O:30])[CH3:26] |^1:79,81,100,119|. Procedure: To a solution of 741 mg of allyl (5R,6S)-3-[2-allyloxycarbonylamino-1-(N-allyloxycarbonylaminomethyl)ethyl]-6-[(R)-1-hydroxyethyl]-7-oxo-1-azabicyclo[3.2.0]hept-2-ene-2-carboxylate in 9.25 ml of tetrahydrofuran and 3.07 ml of ethanol were added successively 163 mg of triphenylphosphine, 870 mg of dimedone, 0.089 ml of acetic acid and 143 mg of tetrakis(triphenylphosphine)palladium at room temperature under nitrogen. The mixture was stirred at 30° C. for a few minutes, and then stirring was conti... Reactants: ON\C(\C1=CC=C2C(=CNC2=C1)CCC(=O)OCC)=N/[H] (Ethyl 3-{6-[(Z)-(hydroxyamino)(imino)methyl]-1H-indol-3-yl}propanoate), CCN=C=NCCCN(C)C (EDCI), C=1C=CC2=C(C1)N=NN2O (HOBT), CC=1C=C(C=NC1OC(C)C)C(=O)O (5-methyl-6-[(1-methylethyl)oxy]-3-pyridinecarboxylic acid), CCCC[N+](CCCC)(CCCC)CCCC.[F-] (TBAF). The solvent is C1CCOC1 (THF), C1CCOC1 (THF). Conditions: time 30 minute. Yields the product CC=1C=C(C=NC1OC(C)C)C1=NC(=NO1)C1=CC=C2C(=CNC2=C1)CCC(=O)OCC (ethyl 3-[6-(5-{5-methyl-6-[(1-methylethyl)oxy]-3-pyridinyl}-1,2,4-oxadiazol-3-yl)-1H-indol-3-yl]propanoate). Isolated yield 46.4%. As a reaction SMILES: CCN=C=NCCCN(C)C.C1C=CC2N(O)N=NC=2C=1.[CH3:22][C:23]1[CH:24]=[C:25]([C:33]([OH:35])=O)[CH:26]=[N:27][C:28]=1[O:29][CH:30]([CH3:32])[CH3:31].O[NH:37]/[C:38](=[N:55]\[H])/[C:39]1[CH:47]=[C:46]2[C:42]([C:43]([CH2:48][CH2:49][C:50]([O:52][CH2:53][CH3:54])=[O:51])=[CH:44][NH:45]2)=[CH:41][CH:40]=1.CCCC[N+](CCCC)(CCCC)CCCC.[F-]>C1COCC1>[CH3:22][C:23]1[CH:24]=[C:25]([C:33]2[O:35][N:55]=[C:38]([C:39]3[CH:47]=[C:46]4[C:42]([C:43]([CH2:48][CH2:49][C:50]([O:52][CH2:53][CH3:54])=[O:51])=[CH:44][NH:45]4)=[CH:41][CH:40]=3)[N:37]=2)[CH:26]=[N:27][C:28]=1[O:29][CH:30]([CH3:31])[CH3:32] |f:4.5|. Procedure: EDCI (590 mg) and HOBT (507 mg) were added to a solution of 5-methyl-6-[(1-methylethyl)oxy]-3-pyridinecarboxylic acid (300 mg) in THF (5 mL) at RT. The resulting solution was stirred for 30 mins. Ethyl 3-{6-[(Z)-(hydroxyamino)(imino)methyl]-1H-indol-3-yl}propanoate (D107) (845 mg) in THF (5 mL) was added and the reaction mixture was stirred at RT for 2 hours. TBAF (1.6 g) was then added. The reaction vessel was sealed and heated in Biotage Initiator using initial normal to 120° C. for 2 hours. A...